This data is from the Open Reaction Database (ORD), a public repository of structured organic reaction records. The task is: describe an organic reaction: reactants, conditions, products, and yield Starting materials: BrC1=C(C(=O)OC(C)C)C=C(C(=C1)Br)NC(=O)NC1=C(CCC1)C(=O)OCC (isopropyl 2,4-dibromo-5-{3-[2-(ethoxycarbonyl)-1-cyclopenten-1-yl]ureido}-benzoate), [Na] (sodium). The solvent is C(C)(C)O (isopropanol). Product: BrC1=C(C(=O)OC(C)C)C=C(C(=C1)Br)N1C(NC2=C(C1=O)CCC2)=O (isopropyl 2,4-dibromo-5-(1,2,4,5,6,7-hexahydro-2,4-dioxo-3H-cyclopenta[d]pyrimidin-3-yl)-benzoate). As a reaction SMILES: [Br:1][C:2]1[CH:13]=[C:12]([Br:14])[C:11]([NH:15][C:16]([NH:18][C:19]2[CH2:23][CH2:22][CH2:21][C:20]=2[C:24](OCC)=[O:25])=[O:17])=[CH:10][C:3]=1[C:4]([O:6][CH:7]([CH3:9])[CH3:8])=[O:5].[Na]>C(O)(C)C>[Br:1][C:2]1[CH:13]=[C:12]([Br:14])[C:11]([N:15]2[C:24](=[O:25])[C:20]3[CH2:21][CH2:22][CH2:23][C:19]=3[NH:18][C:16]2=[O:17])=[CH:10][C:3]=1[C:4]([O:6][CH:7]([CH3:8])[CH3:9])=[O:5] |^1:28|. Reported procedure: using isopropyl 2,4-dibromo-5-{3-[2-(ethoxycarbonyl)-1-cyclopenten-1-yl]ureido}-benzoate with sodium isopropylate in isopropanol there is obtained isopropyl 2,4-dibromo-5-(1,2,4,5,6,7-hexahydro-2,4-dioxo-3H-cyclopenta[d]pyrimidin-3-yl)-benzoate, m.p. 223°-226° C., Reactants: ice water, CC(C)([O-])C.[K+] (potassium tert-butoxide), BrC(C)C (2-bromopropane), OC1=C(OC2=C1C=C(C=C2)OC)C(=O)OC (3-hydroxy-5-methoxy-2-benzofuran carboxylic acid, methyl ester). The solvent is CS(=O)C (dimethyl sulfoxide). Conditions: time 45 minute. The product is COC(=O)C=1OC2=C(C1OC(C)C)C=C(C=C2)OC (5-methoxy-3-(1-methylethoxy)-2-benzofurancarboxylic acid methyl ester). Yield: 46.0%. As a reaction SMILES: [CH3:1][C:2](C)([O-])[CH3:3].[K+].[OH:7][C:8]1[C:12]2[CH:13]=[C:14]([O:17][CH3:18])[CH:15]=[CH:16][C:11]=2[O:10][C:9]=1[C:19]([O:21][CH3:22])=[O:20].BrC(C)C>CS(C)=O>[CH3:22][O:21][C:19]([C:9]1[O:10][C:11]2[CH:16]=[CH:15][C:14]([O:17][CH3:18])=[CH:13][C:12]=2[C:8]=1[O:7][CH:2]([CH3:3])[CH3:1])=[O:20] |f:0.1|. Procedure: A solution of 12.3g (0.11 mole) of potassium tert-butoxide in 100 ml of dimethyl sulfoxide (under a nitrogen atmosphere) is cooled in a cold water bath and treated dropwise with a solution of 16.6 g (0.075 mole) of 3-hydroxy-5-methoxy-2-benzofuran carboxylic acid, methyl ester. The mixture is stirred for 45 minutes after completion of the addition, and 7.0 ml (9.2 g; 0.075 mole) of 2-bromopropane is added in one portion. After stirring for 24 hours at room temperature, the reaction mixture is ad... Starting materials: CCO (EtOH), NC=1C=C(CO)C=CC1C (3-amino-4-methylbenzyl alcohol), N1=CC=CC=C1 (pyridine), [N+](=O)([O-])C=1C=C(C(=O)Cl)C=CC1 (3-nitrobenzoyl chloride). The solvent is C1CCOC1 (THF). Run at time 2 hour. The product is OCC=1C=CC(=C(C1)NC(C1=CC(=CC=C1)[N+](=O)[O-])=O)C (N-(5-Hydroxymethyl-2-methylphenyl)-3-nitrobenzamide). Isolated yield 91.2%. Reaction SMILES: [NH2:1][C:2]1[CH:3]=[C:4]([CH:7]=[CH:8][C:9]=1[CH3:10])[CH2:5][OH:6].N1C=CC=CC=1.[N+:17]([C:20]1[CH:21]=[C:22]([CH:26]=[CH:27][CH:28]=1)[C:23](Cl)=[O:24])([O-:19])=[O:18].CCO>C1COCC1>[OH:6][CH2:5][C:4]1[CH:7]=[CH:8][C:9]([CH3:10])=[C:2]([NH:1][C:23](=[O:24])[C:22]2[CH:26]=[CH:27][CH:28]=[C:20]([N+:17]([O-:19])=[O:18])[CH:21]=2)[CH:3]=1. Reported procedure: To a stirred, cooled (0° C.) mixture of 3-amino-4-methylbenzyl alcohol (10.0 g, 0.072 mol) and pyridine (5.8 g, 0.072 mol) in THF (100 ML) was added 3-nitrobenzoyl chloride (13.5 g, 0.072 mol). After 2 h, the mixture was concentrated, suspended in water and filtered to give a brown solid. Trituration with hot EtOH gave 18.8 g (90%) of product as a white solid, mp 198°-200° C.; 1H NMR (DMSO-d6) δ 2.20 (s, 3 H), 4.46 (s, 2 H), 7.12 (dd, J=7.8 Hz, 1.5 Hz, 1 H), 7.25 (dd, J=7.8, 1.5 Hz, 1 H), 7.82 (...